From a dataset of the Open Reaction Database (ORD), a public repository of structured organic reaction records. describe an organic reaction: reactants, conditions, products, and yield The reactants are ClCC=1C=C(C(=O)NC=2SC3=C(N2)C(=CC=C3C3OCCOC3)OC)C=CN1 ((+)-2-chloromethyl-N-(7-[1,4]dioxan-2-yl-4-methoxy-benzothiazol-2-yl)-isonicotinamide), C[O-].[Na+] (sodium methylate), C(Cl)(Cl)Cl (CHCl3). Solvent: CO (methanol). Yields the product O1C(COCC1)C1=CC=C(C=2N=C(SC21)NC(C2=CC(=NC=C2)COC)=O)OC ((+)-N-(7-[1,4]Dioxan-2-yl-4-methoxy-benzothiazol-2-yl)-2-methoxymethyl-isonicotinamide). Reaction SMILES: Cl[CH2:2][C:3]1[CH:4]=[C:5]([CH:26]=[CH:27][N:28]=1)[C:6]([NH:8][C:9]1[S:10][C:11]2[C:17]([CH:18]3[CH2:23][O:22][CH2:21][CH2:20][O:19]3)=[CH:16][CH:15]=[C:14]([O:24][CH3:25])[C:12]=2[N:13]=1)=[O:7].[CH3:29][O-:30].[Na+].C(Cl)(Cl)Cl>CO>[O:19]1[CH2:20][CH2:21][O:22][CH2:23][CH:18]1[C:17]1[C:11]2[S:10][C:9]([NH:8][C:6](=[O:7])[C:5]3[CH:26]=[CH:27][N:28]=[C:3]([CH2:2][O:30][CH3:29])[CH:4]=3)=[N:13][C:12]=2[C:14]([O:24][CH3:25])=[CH:15][CH:16]=1 |f:1.2|. Reported procedure: From (+)-2-chloromethyl-N-(7-[1,4]dioxan-2-yl-4-methoxy-benzothiazol-2-yl)-isonicotinamide with sodium methylate in methanol. [α]D20=+65.1° (c=0.55, CHCl3), ES-MS m/e (%): 416 (M+H+, 100). Starting materials: C(#C)C1=NC=CC=C1 (2-ethynyl pyridine), BrC1=CC2=C(C(=NC=3C(=CNC(C23)=O)I)C2CCOCC2)C=C1 (9-bromo-4-iodo-6-(tetrahydro-2H-pyran-4-yl)benzo[c]-1,6-naphthyridin-1(2H)-one), O1C(=CC=C1)P(C=1OC=CC1)C=1OC=CC1 (tri(2-furyl)phosphine), C(C)(C)NC(C)C (diisopropylamine). The reagents and catalysts are [CH2-]C=C.[CH2-]C=C.Cl[Pd+].Cl[Pd+] (di-mu-chlorobis[(eta-allyl)palladium(II)]), [Cu](I)I (copper iodide). Run in CN(C)C=O (DMF), C(=O)(C(F)(F)F)O (TFA), C(C)#N (acetonitrile). Reaction conditions: temperature 45 celsius, time 4 hour. Product: BrC1=CC2=C(C(=NC=3C(=CNC(C23)=O)C#CC=2C=NC=CC2)C2CCOCC2)C=C1 (9-bromo-4-(pyridin-3-ylethynyl)-6-(tetrahydro-2H-pyran-4-yl)benzo[c]-1,6-naphthyridin-1(2H)-one). As a reaction SMILES: [Br:1][C:2]1[CH:23]=[CH:22][C:5]2[C:6]([CH:16]3[CH2:21][CH2:20][O:19][CH2:18][CH2:17]3)=[N:7][C:8]3[C:9](I)=[CH:10][NH:11][C:12](=[O:14])[C:13]=3[C:4]=2[CH:3]=1.O1C=C[CH:26]=[C:25]1P(C1OC=CC=1)C1OC=CC=1.C(NC(C)C)(C)C.C([C:49]1[CH:54]=[CH:53][CH:52]=[CH:51][N:50]=1)#C>CN(C=O)C.C(O)(C(F)(F)F)=O.[CH2-]C=C.[CH2-]C=C.Cl[Pd+].Cl[Pd+].[Cu](I)I.C(#N)C>[Br:1][C:2]1[CH:23]=[CH:22][C:5]2[C:6]([CH:16]3[CH2:21][CH2:20][O:19][CH2:18][CH2:17]3)=[N:7][C:8]3[C:9]([C:25]#[C:26][C:52]4[CH:51]=[N:50][CH:49]=[CH:54][CH:53]=4)=[CH:10][NH:11][C:12](=[O:14])[C:13]=3[C:4]=2[CH:3]=1 |f:6.7.8.9|. Reported procedure: 9-bromo-4-iodo-6-(tetrahydro-2H-pyran-4-yl)benzo[c]-1,6-naphthyridin-1(2H)-one (50 mg, 0.10 mmol), di-mu-chlorobis[(eta-allyl)palladium(II)] (2.3 mg, 6.2 μmol), copper iodide (2.4 mg, 0.012 mmol) and tri(2-furyl)phosphine (2.9 mg, 0.012 mmol) were added to a vial, followed by acetonitrile (1.0 mL), diisopropylamine (44 uL, 0.71 mmol) and 2-ethynyl pyridine (32 mg, 0.31 mmol). The resulting suspension was heated to 45° C. and stirred for four hours. The reaction mixture was diluted with 4 mL DMF ... The reactants are C(=O)(OC(C)(C)C)N[C@H](COC1=CC=C(C(=O)OCC2=CC=CC=C2)C=C1)C (Benzyl 4-[2(S)-(N-BOC-amino)propyloxy]benzoate). Reagents/catalysts: [Pd] (Pd/C). Solvent: C(C)O (ethanol). Run at time 20 hour. The product is C(=O)(OC(C)(C)C)N[C@H](COC1=CC=C(C(=O)O)C=C1)C (4-[2(S)-(N-BOC-Amino)propyloxy]benzoic acid). RXN SMILES: [C:1]([NH:8][C@@H:9]([CH3:28])[CH2:10][O:11][C:12]1[CH:27]=[CH:26][C:15]([C:16]([O:18]CC2C=CC=CC=2)=[O:17])=[CH:14][CH:13]=1)([O:3][C:4]([CH3:7])([CH3:6])[CH3:5])=[O:2]>[Pd].C(O)C>[C:1]([NH:8][C@@H:9]([CH3:28])[CH2:10][O:11][C:12]1[CH:27]=[CH:26][C:15]([C:16]([OH:18])=[O:17])=[CH:14][CH:13]=1)([O:3][C:4]([CH3:6])([CH3:7])[CH3:5])=[O:2]. Reported procedure: A mixture of 22-3 (1.6 g, 4.3 mmol), 10% Pd/C (0.33 g) and ethanol (25 mL) was stirred under a hydrogen atmosphere (1 atm) for 20 h. Filtration through a celite pad followed by concentration of the filtrate gave 22-4 as a colorless solid. Reactants: C([O-])([O-])=O.[K+].[K+] (potassium carbonate), BrCCO[Si](C)(C)C(C)(C)C ((2-bromoethoxy)-tert-butyldimethylsilane), NC1=NC=C(C=C1C1=CC2=C(S1)C=CC(=C2)NC(=O)NC2=CC(=C(C=C2)Cl)C(F)(F)F)C=2N=NNN2 (1-(2-(2-amino-5-(2H-tetrazol-5-yl)pyridin-3-yl)benzo[b]thiophen-5-yl)-3-(4-chloro-3-(trifluoromethyl)phenyl)urea). Solvent: C(C)(=O)OCC (ethyl acetate), CN(C=O)C (dimethylformamide). Conditions: temperature 80 celsius. The product is NC1=NC=C(C=C1C1=CC2=C(S1)C=CC(=C2)NC(=O)NC2=CC(=C(C=C2)Cl)C(F)(F)F)C=2N=NN(N2)CCO[Si](C)(C)C(C)(C)C (1-(2-(2-amino-5-(2-(2-((tert-butyldimethylsilyl)oxy)ethyl)-2H-tetrazol-5-yl)pyridin-3-yl)benzo[b]thiophen-5-yl)-3-(4-chloro-3-(trifluoromethyl)phenyl)urea). RXN SMILES: [NH2:1][C:2]1[C:7]([C:8]2[S:12][C:11]3[CH:13]=[CH:14][C:15]([NH:17][C:18]([NH:20][C:21]4[CH:26]=[CH:25][C:24]([Cl:27])=[C:23]([C:28]([F:31])([F:30])[F:29])[CH:22]=4)=[O:19])=[CH:16][C:10]=3[CH:9]=2)=[CH:6][C:5]([C:32]2[N:33]=[N:34][NH:35][N:36]=2)=[CH:4][N:3]=1.C(=O)([O-])[O-].[K+].[K+].Br[CH2:44][CH2:45][O:46][Si:47]([C:50]([CH3:53])([CH3:52])[CH3:51])([CH3:49])[CH3:48]>CN(C)C=O.C(OCC)(=O)C>[NH2:1][C:2]1[C:7]([C:8]2[S:12][C:11]3[CH:13]=[CH:14][C:15]([NH:17][C:18]([NH:20][C:21]4[CH:26]=[CH:25][C:24]([Cl:27])=[C:23]([C:28]([F:31])([F:30])[F:29])[CH:22]=4)=[O:19])=[CH:16][C:10]=3[CH:9]=2)=[CH:6][C:5]([C:32]2[N:33]=[N:34][N:35]([CH2:44][CH2:45][O:46][Si:47]([C:50]([CH3:53])([CH3:52])[CH3:51])([CH3:49])[CH3:48])[N:36]=2)=[CH:4][N:3]=1 |f:1.2.3|. Procedure details: To the mixture of 1-(2-(2-amino-5-(2H-tetrazol-5-yl)pyridin-3-yl)benzo[b]thiophen-5-yl)-3-(4-chloro-3-(trifluoromethyl)phenyl)urea (106 mg, 0.2 mmol, 1 eq) in anhydrous dimethylformamide (2 mL) under nitrogen atmosphere was added potassium carbonate (41.4 mg, 1.5 eq) and (2-bromoethoxy)-tert-butyldimethylsilane (0.06 mL, 1.3 eq). The resulting mixture was stirred and heated at 80° C. for 2 hours. It was then diluted with ethyl acetate, washed sequentially with aqueous ammonium chloride, saturate... Reactants: Cl.CN(CCCN=C=NCC)C (1-[3-(dimethylamino)propyl]-3-ethylcarbodiimide hydrochloride), 4-(methyl-O-methylhydroxylamine)-2-fluorophenoxymethyl, C=CC1=CC=CC=C1 (styrene), resin, CN(C)C=O (DMF), C1(=CC=CC=C1)CC(=O)O (phenylacetic acid). Conditions: time 8 hour. The product is ONC(CC1=CC=CC=C1)=O (N-hydroxy-phenyl-acetamide). Yield: 39.0%. As a reaction SMILES: C=[CH:2][C:3]1[CH:8]=[CH:7][CH:6]=[CH:5][CH:4]=1.Cl.CN(C)CCCN=C=NCC.C1(CC(O)=[O:29])C=CC=CC=1.C[N:32]([CH:34]=[O:35])C>>[OH:29][NH:32][C:34](=[O:35])[CH2:2][C:3]1[CH:8]=[CH:7][CH:6]=[CH:5][CH:4]=1 |f:1.2|. Procedure details: To a suspension of the 4-(methyl-O-methylhydroxylamine)-2-fluorophenoxymethyl-copoly(styrene-1% divinylbenzene)resin (0.10 g, 0.14 mmol) in dry DMF (2 ml) is added 1-[3-(dimethylamino)propyl]-3-ethylcarbodiimide hydrochloride (0.08 g, 0.42 mmol, 3 eq.). To the mixture is then added phenylacetic acid (0.06 g, 0.42 mmol, 3 eq.). The mixture is shaken overnight. The resin is filtered and washed with DMF (×5), THF: H2O (3:1, ×5), THF (×3), MeOH (×3) and DCM (×3). To the resin is added TFA (1 ml) and... Reactants: C(C=C)OC=1C=C(OC2=CC=C(CNC3=C(C(=CC=C3)[N+](=O)[O-])C)C=C2)C=CC1Cl (N-{4-[3-(allyloxy)-4-chlorophenoxy]benzyl}-N-(2-methyl-3-nitrophenyl)amine), C(C1=CC=CC=C1)Br (benzyl bromide). The product is C(C=C)OC=1C=C(OC2=CC=C(CN(C3=C(C(=CC=C3)[N+](=O)[O-])C)CC3=CC=CC=C3)C=C2)C=CC1Cl (N-(4-(3-(allyloxy)-4-chlorophenoxy)benzyl)-N-benzyl-N-(2-methyl-3-nitrophenyl)amine). Reaction SMILES: [CH2:1]([O:4][C:5]1[CH:6]=[C:7]([CH:27]=[CH:28][C:29]=1[Cl:30])[O:8][C:9]1[CH:26]=[CH:25][C:12]([CH2:13][NH:14][C:15]2[CH:20]=[CH:19][CH:18]=[C:17]([N+:21]([O-:23])=[O:22])[C:16]=2[CH3:24])=[CH:11][CH:10]=1)[CH:2]=[CH2:3].[CH2:31](Br)[C:32]1[CH:37]=[CH:36][CH:35]=[CH:34][CH:33]=1>>[CH2:1]([O:4][C:5]1[CH:6]=[C:7]([CH:27]=[CH:28][C:29]=1[Cl:30])[O:8][C:9]1[CH:26]=[CH:25][C:12]([CH2:13][N:14]([CH2:31][C:32]2[CH:37]=[CH:36][CH:35]=[CH:34][CH:33]=2)[C:15]2[CH:20]=[CH:19][CH:18]=[C:17]([N+:21]([O-:23])=[O:22])[C:16]=2[CH3:24])=[CH:11][CH:10]=1)[CH:2]=[CH2:3]. Reported procedure: The product from Example 91D and benzyl bromide was processed as described in Example 6B to provide the title compound. Reactants: C(C1=CC=CC=C1)O[C@H]1[C@@H]([C@H]2N=C(S[C@H]2O[C@@H]1[C@](C(F)(F)F)(C)O)N(C(OC(C)(C)C)=O)C)F (tert-butyl ((3aR,5S,6R,7R,7aR)-6-(benzyloxy)-7-fluoro-5-((S)-1,1,1-trifluoro-2-hydroxypropan-2-yl)-5,6,7,7a-tetrahydro-3 aH-pyrano[3,2-d]thiazol-2-yl)(methyl)carbamate), B(Cl)(Cl)Cl (BCl3). Yields the product F[C@H]1[C@@H]([C@H](O[C@H]2[C@@H]1N=C(S2)NC)[C@](C(F)(F)F)(C)O)O ((3aR,5S,6R,7R,7aR)-7-fluoro-2-(methylamino)-5-((S)-1,1,1-trifluoro-2-hydroxypropan-2-yl)-5,6,7,7a-tetrahydro-3aH-pyrano[3,2-d]thiazol-6-ol), solid. Isolated yield 90.0%. Reaction SMILES: C([O:8][C@@H:9]1[C@@H:17]([C@@:18]([OH:24])([CH3:23])[C:19]([F:22])([F:21])[F:20])[O:16][C@H:15]2[C@H:11]([N:12]=[C:13]([N:25](C)[C:26](=O)OC(C)(C)C)[S:14]2)[C@H:10]1[F:34])C1C=CC=CC=1.B(Cl)(Cl)Cl>>[F:34][C@@H:10]1[C@H:11]2[N:12]=[C:13]([NH:25][CH3:26])[S:14][C@H:15]2[O:16][C@H:17]([C@@:18]([OH:24])([CH3:23])[C:19]([F:22])([F:21])[F:20])[C@H:9]1[OH:8]. Reported procedure: The above material, tert-butyl ((3aR,5S,6R,7R,7aR)-6-(benzyloxy)-7-fluoro-5-((S)-1,1,1-trifluoro-2-hydroxypropan-2-yl)-5,6,7,7a-tetrahydro-3 aH-pyrano[3,2-d]thiazol-2-yl)(methyl)carbamate (0.130 g, 0.256 mmol), was deprotected with BCl3 using the procedure described for Example 20. After purification on silica gel by flash column chromatography (1.0 M NH3 in MeOH/DCM, 1:15), (3aR,5S,6R,7R,7aR)-7-fluoro-2-(methylamino)-5-((S)-1,1,1-trifluoro-2-hydroxypropan-2-yl)-5,6,7,7a-tetrahydro-3aH-pyrano[3,... Reactants: CC(C(CN1N=CN=C1)=O)(C)C (3,3-dimethyl-1-(1,2,4-triazol-1-yl)-butan-2-one), O=CC(Cl)(Cl)Cl (chloral). The reagents and catalysts are [Ti](Cl)(Cl)(Cl)Cl (titanium tetrachloride). The solvent is C(Cl)Cl (methylene chloride). Reaction conditions: temperature -5 celsius, time 3 hour. The product is ClC(C(C(C(C(C)(C)C)=O)N1N=CN=C1)O)(Cl)Cl (1,1,1-trichloro-2-hydroxy-3-(1,2,4-triazol-1-yl)-5,5-dimethyl-hexan-4-one). Isolated yield 31.6%. RXN SMILES: [CH3:1][C:2]([CH3:12])([CH3:11])[C:3](=[O:10])[CH2:4][N:5]1[CH:9]=[N:8][CH:7]=[N:6]1.[O:13]=[CH:14][C:15]([Cl:18])([Cl:17])[Cl:16]>C(Cl)Cl.[Ti](Cl)(Cl)(Cl)Cl>[Cl:16][C:15]([Cl:18])([Cl:17])[CH:14]([OH:13])[CH:4]([N:5]1[CH:9]=[N:8][CH:7]=[N:6]1)[C:3](=[O:10])[C:2]([CH3:12])([CH3:11])[CH3:1]. Procedure: 33.4 g (0.2 mol) of 3,3-dimethyl-1-(1,2,4-triazol-1-yl)-butan-2-one were dissolved in 150 ml of methylene chloride and the solution was cooled to -5° C. 19 g (0.1 mol) of titanium tetrachloride, and then 29.5 g (0.2 mol) of chloral, were slowly added dropwise to this solution. The internal temperature was kept constant at -5° C. during the metering. Thereafter, the mixture was warmed slowly to the reflux and stirred for 3 hours. The reaction solution was poured onto ice and the white curdy preci... Reactants: O=C(O)c1ccccc1Br, CC(=O)[O-], CC(=O)[O-], [Cu+2], [K+], Nc1ccc(CCCc2ccc([N+](=O)[O-])cc2)cc1, CC(=O)[O-]. As a reaction SMILES: [Br:20][c:21]1[c:22]([C:23](=[O:24])[OH:25])[cH:26][cH:27][cH:28][cH:29]1.[C:35]([O-:36])(=[O:37])[CH3:38].[C:40]([O-:41])(=[O:42])[CH3:43].[Cu+2:39].[K+:34].[N+:1](=[O:2])([O-:3])[c:4]1[cH:5][cH:6][c:7]([CH2:10][CH2:11][CH2:12][c:13]2[cH:14][cH:15][c:16]([NH2:17])[cH:18][cH:19]2)[cH:8][cH:9]1.[O-:30][C:31]([CH3:32])=[O:33]>>[N+:1](=[O:2])([O-:3])[c:4]1[cH:5][cH:6][c:7]([CH2:10][CH2:11][CH2:12][c:13]2[cH:14][cH:15][c:16]([NH:17][c:21]3[c:22]([C:23](=[O:24])[OH:25])[cH:26][cH:27][cH:28][cH:29]3)[cH:18][cH:19]2)[cH:8][cH:9]1. Product: O=C(O)c1ccccc1Nc1ccc(CCCc2ccc([N+](=O)[O-])cc2)cc1.